describe an organic reaction: reactants, conditions, products, and yield From a dataset of the Open Reaction Database (ORD), a public repository of structured organic reaction records. Starting materials: C(C)(C)C1=CC=CC=C1 (isopropylbenzene), ClS(=O)(=O)O (chlorosulfonic acid), [Cl-].[NH4+] (ammonium chloride), ice water. Solvent: C(Cl)Cl (methylene chloride). Reaction conditions: temperature 5 celsius, time 1 hour. Reaction SMILES: [CH:1]([C:4]1[CH:9]=[CH:8][CH:7]=[CH:6][CH:5]=1)([CH3:3])[CH3:2].[Cl:10][S:11](O)(=[O:13])=[O:12].[Cl-].[NH4+]>C(Cl)Cl>[CH:1]([C:4]1[CH:9]=[CH:8][C:7]([S:11]([Cl:10])(=[O:13])=[O:12])=[CH:6][CH:5]=1)([CH3:3])[CH3:2] |f:2.3|. Yields the product C(C)(C)C1=CC=C(C=C1)S(=O)(=O)Cl (4-Isopropyl-benzenesulfonyl chloride). Procedure: A solution of 11.6 ml of isopropylbenzene in 100 ml of methylene chloride was added at 5° C. within 30 minutes to 18.3 ml of chlorosulfonic acid. The reaction mixture was stirred at 5° C. for 1 hour, poured on to 500 ml of ice-water and, after stirring for 5 minutes, treated with 100 g of ammonium chloride. After extraction with methylene chloride (1×800 ml, 1×500 ml) the organic phases were combined, dried with magnesium sulphate and the solvent was removed on a rotary evaporator. 12.3 g of 4-i... The product is C1(CC1)COC1=C(C=CC(=C1)F)C=1C2=C(N=CN1)C(=C(N2)C)C(=O)N[C@@H]2CC[C@@H](CC2)NC(COC)=O (4-[2-(Cyclopropylmethoxy)-4-fluorophenyl]-N-{cis-4-[(methoxyacetyl)amino]cyclohexyl}-6-methyl-5H-pyrrolo[3,2-d]pyrimidine-7-carboxamide). Procedure details: Starting from N-(cis-4-aminocyclohexyl)-4-[2-(cyclopropylmethoxy)-4-fluorophenyl]-6-methyl-5H-pyrrolo[3,2-d]pyrimidine-7-carboxamide hydrochloride (example D.f8) and commercially available methoxy-acetyl chloride the title compound is obtained as colorless solid. As a reaction SMILES: Cl.[NH2:2][C@@H:3]1[CH2:8][CH2:7][C@H:6]([NH:9][C:10]([C:12]2[C:16]3[N:17]=[CH:18][N:19]=[C:20]([C:21]4[CH:26]=[CH:25][C:24]([F:27])=[CH:23][C:22]=4[O:28][CH2:29][CH:30]4[CH2:32][CH2:31]4)[C:15]=3[NH:14][C:13]=2[CH3:33])=[O:11])[CH2:5][CH2:4]1.[CH3:34][O:35][CH2:36][C:37](Cl)=[O:38]>>[CH:30]1([CH2:29][O:28][C:22]2[CH:23]=[C:24]([F:27])[CH:25]=[CH:26][C:21]=2[C:20]2[C:15]3[NH:14][C:13]([CH3:33])=[C:12]([C:10]([NH:9][C@H:6]4[CH2:7][CH2:8][C@@H:3]([NH:2][C:37](=[O:38])[CH2:36][O:35][CH3:34])[CH2:4][CH2:5]4)=[O:11])[C:16]=3[N:17]=[CH:18][N:19]=2)[CH2:31][CH2:32]1 |f:0.1|. The reactants are Cl.N[C@H]1CC[C@H](CC1)NC(=O)C1=C(NC2=C1N=CN=C2C2=C(C=C(C=C2)F)OCC2CC2)C (N-(cis-4-aminocyclohexyl)-4-[2-(cyclopropylmethoxy)-4-fluorophenyl]-6-methyl-5H-pyrrolo[3,2-d]pyrimidine-7-carboxamide hydrochloride), COCC(=O)Cl (methoxy-acetyl chloride). Starting materials: stannous chloride hydrate, S(O)(O)(=O)=O (sulfuric acid), S(O)(O)(=O)=O (sulfuric acid), N1C(=O)C(=O)C2=CC=CC=C12 (Isatin), [OH-].[Na+] (sodium hydroxide), N(=O)[O-].[Na+] (sodium nitrite). The solvent is Cl (hydrochloric acid), O (water), O (water), O (water). Conditions: temperature 0 celsius, time 15 minute. The product is N1N=C(C2=CC=CC=C12)C(=O)O (Indazole-3-carboxylic acid). Isolated yield 44.8%. As a reaction SMILES: S(=O)(=O)(O)O.[NH:6]1[C:16]2[C:11](=[CH:12][CH:13]=[CH:14][CH:15]=2)[C:9](=O)[C:7]1=[O:8].[OH-:17].[Na+].[N:19]([O-])=O.[Na+]>O.Cl>[NH:6]1[C:16]2[C:11](=[CH:12][CH:13]=[CH:14][CH:15]=2)[C:9]([C:7]([OH:8])=[O:17])=[N:19]1 |f:2.3,4.5|. Procedure details: A solution of concentrated sulfuric acid (19.1 g, 0.19 mol) in water (200 ml) prepared in a 2 litre beaker was cooled to 0° C. Isatin (14.7 g, 0.1 mol) was added to a solution of sodium hydroxide (4.1 g, 0.105 mol) in water(65 ml) at 50° C. and the dark red solution cooled to 0° C. A solution of sodium nitrite (6.9 g, 0.1 mol) in water (235 ml) at 0° C. was added and the mixture added to the rapidly stirred solution of sulfuric acid during 5 minutes. The temperature was not allowed to rise above... The reactants are BrCCCCCCCC(=O)O (8-bromo octanoic acid), CNCCCC (N-methyl butylamine). Yields the product BrCCCCCCCC(=O)N(C)CCCC (8-bromo-N-butyl-N-methyl-octanamide). RXN SMILES: [Br:1][CH2:2][CH2:3][CH2:4][CH2:5][CH2:6][CH2:7][CH2:8][C:9]([OH:11])=O.[CH3:12][NH:13][CH2:14][CH2:15][CH2:16][CH3:17]>>[Br:1][CH2:2][CH2:3][CH2:4][CH2:5][CH2:6][CH2:7][CH2:8][C:9]([N:13]([CH2:14][CH2:15][CH2:16][CH3:17])[CH3:12])=[O:11]. Procedure details: Using the procedure of Step A of Example 3, 5 g of 8-bromo octanoic acid and 13 ml of N-methyl butylamine were reacted to obtain after chromatography on silica (eluant: methylene chloride-acetone 95-5), 6.14 g of the expected product. Reactants: O (Water), FC=1C=C(C#N)C=C(C1)OC1=CC=C(C=C1)S(=O)(=O)C (3-Fluoro-5-(4-methanesulfonyl-phenoxy)-benzonitrile), CN(C)C=O (DMF), C1(=CC=CC=C1)C (toluene). Reaction conditions: temperature 70 celsius, time 18 hour. Yields the product COC[C@@H](OC=1C=C(C#N)C=C(C1)OC1=CC=C(C=C1)S(=O)(=O)C)C (3-[(1S)-2-methoxy-1-methylethoxy]-5-[4-(methylsulfonyl)phenoxy]benzonitrile). RXN SMILES: F[C:2]1[CH:3]=[C:4]([CH:7]=[C:8]([O:10][C:11]2[CH:16]=[CH:15][C:14]([S:17]([CH3:20])(=[O:19])=[O:18])=[CH:13][CH:12]=2)[CH:9]=1)[C:5]#[N:6].[OH2:21].[C:22]1([CH3:28])C=CC=C[CH:23]=1.CN([CH:32]=[O:33])C>>[CH3:32][O:33][CH2:23][C@H:22]([CH3:28])[O:21][C:2]1[CH:3]=[C:4]([CH:7]=[C:8]([O:10][C:11]2[CH:16]=[CH:15][C:14]([S:17]([CH3:20])(=[O:19])=[O:18])=[CH:13][CH:12]=2)[CH:9]=1)[C:5]#[N:6]. Procedure details: 3-Fluoro-5-(4-methanesulfonyl-phenoxy)-benzonitrile (22.31 mmol; 6.50 g) was dissolved in dry DMF (32.5 ml) and this was added to the flask containing the anion of S-1-methoxyproapan-2-ol. The mixture was heated to 70° C. and held at 70° C. for 18 hrs. Water (20 ml) was added, then sufficient toluene to dissolve the precipitated solid was added. The mixture was extracted further with toluene (3×100 ml) and the combined toluene extract was washed with water (3×200 ml). The toluene layers were dis... Starting materials: CC(=O)O[BH-](OC(C)=O)OC(C)=O, CC=O, Cl, [Na+], CN(C)C=O, O=C(Nc1ccc(OC2CCNCC2)cc1)c1nc[nH]c1C(=O)Nc1nc2ccccc2[nH]1. Yields the product CCN1CCC(Oc2ccc(NC(=O)c3nc[nH]c3C(=O)Nc3nc4ccccc4[nH]3)cc2)CC1. As a reaction SMILES: [C:37]([O:38][BH-:39]([O:40][C:41](=[O:42])[CH3:43])[O:44][C:45](=[O:46])[CH3:47])(=[O:48])[CH3:49].[CH:1]([CH3:2])=[O:3].[ClH:51].[Na+:50].[O:52]=[CH:53][N:54]([CH3:55])[CH3:56].[nH:4]1[c:5]([NH:13][C:14](=[O:15])[c:16]2[c:17]([C:21](=[O:22])[NH:23][c:24]3[cH:25][cH:26][c:27]([O:30][CH:31]4[CH2:32][CH2:33][NH:34][CH2:35][CH2:36]4)[cH:28][cH:29]3)[n:18][cH:19][nH:20]2)[n:6][c:7]2[c:8]1[cH:9][cH:10][cH:11][cH:12]2>>[CH2:1]([CH3:2])[N:34]1[CH2:33][CH2:32][CH:31]([O:30][c:27]2[cH:26][cH:25][c:24]([NH:23][C:21]([c:17]3[c:16]([C:14]([NH:13][c:5]4[nH:4][c:8]5[c:7]([n:6]4)[cH:12][cH:11][cH:10][cH:9]5)=[O:15])[nH:20][cH:19][n:18]3)=[O:22])[cH:29][cH:28]2)[CH2:36][CH2:35]1.